This data is from the Open Reaction Database (ORD), a public repository of structured organic reaction records. The task is: describe an organic reaction: reactants, conditions, products, and yield Reactants: C(C)(=O)NC1=C(NC2=CC(=CC=C12)Cl)C(C1=CC(=CC=C1)N)=O (3-acetylamino-2-(3-aminobenzoyl)-6-chloroindole), C(C)(=O)Cl (acetyl chloride). Solvent: C(C)(=O)OCC.CCCCCC (ethyl acetate hexane). Yields the product C(C)(=O)NC1=C(NC2=CC(=CC=C12)Cl)C(C1=CC(=CC=C1)NC(C)=O)=O (3-Acetylamino-2-(3-acetylaminobenzoyl)-6-chloroindole). Reaction SMILES: [C:1]([NH:4][C:5]1[C:13]2[C:8](=[CH:9][C:10]([Cl:14])=[CH:11][CH:12]=2)[NH:7][C:6]=1[C:15](=[O:23])[C:16]1[CH:21]=[CH:20][CH:19]=[C:18]([NH2:22])[CH:17]=1)(=[O:3])[CH3:2].[C:24](Cl)(=[O:26])[CH3:25]>C(OCC)(=O)C.CCCCCC>[C:1]([NH:4][C:5]1[C:13]2[C:8](=[CH:9][C:10]([Cl:14])=[CH:11][CH:12]=2)[NH:7][C:6]=1[C:15](=[O:23])[C:16]1[CH:21]=[CH:20][CH:19]=[C:18]([NH:22][C:24](=[O:26])[CH3:25])[CH:17]=1)(=[O:3])[CH3:2] |f:2.3|. Reported procedure: The title compound was prepared according to the procedure described in Example 19 employing 3-acetylamino-2-(3-aminobenzoyl)-6-chloroindole (Example 135) and acetyl chloride. m.p.: 225-228° C. (ethyl acetate/hexane) 1H-NMR (DMSO-d6) δ: 10.59 (1H, br s), 9.75 (1H, br s), 9.45 (1H, br s), 7.96 (1H, d, J=8.8 Hz), 7.93-7.82 (2H, m), 7.58-7.40 (3H, m), 7.04 (1H, d, J=8.8 Hz), 2.17 (3H, s), 2.10 (3H, s) The reactants are C(C)(=O)C=1C=C(OCCCBr)C=C(C1O)CCC (3-(3-acetyl-4-hydroxy-5-propylphenoxy)-propyl bromide), C1(=CC=CC=C1)P(C1=CC=CC=C1)C1=CC=CC=C1 (triphenylphosphine). Product: [Br-].C(C)(=O)C=1C=C(OCCC[P+](C2=CC=CC=C2)(C2=CC=CC=C2)C2=CC=CC=C2)C=C(C1O)CCC (3-(3-acetyl-4-hydroxy-5-propylphenoxy)-propyl-triphenylphosphonium bromide). Reaction SMILES: [C:1]([C:4]1[CH:5]=[C:6]([CH:12]=[C:13]([CH2:16][CH2:17][CH3:18])[C:14]=1[OH:15])[O:7][CH2:8][CH2:9][CH2:10][Br:11])(=[O:3])[CH3:2].[C:19]1([P:25]([C:32]2[CH:37]=[CH:36][CH:35]=[CH:34][CH:33]=2)[C:26]2[CH:31]=[CH:30][CH:29]=[CH:28][CH:27]=2)[CH:24]=[CH:23][CH:22]=[CH:21][CH:20]=1>>[Br-:11].[C:1]([C:4]1[CH:5]=[C:6]([CH:12]=[C:13]([CH2:16][CH2:17][CH3:18])[C:14]=1[OH:15])[O:7][CH2:8][CH2:9][CH2:10][P+:25]([C:26]1[CH:27]=[CH:28][CH:29]=[CH:30][CH:31]=1)([C:32]1[CH:37]=[CH:36][CH:35]=[CH:34][CH:33]=1)[C:19]1[CH:20]=[CH:21][CH:22]=[CH:23][CH:24]=1)(=[O:3])[CH3:2] |f:2.3|. Procedure: The title compound is prepared analogously to Example 1c) from 3-(3-acetyl-4-hydroxy-5-propylphenoxy)-propyl bromide and triphenylphosphine; m.p. 103°-105°. Reactants: solution, OC[C@@H]1N(CCC1)CCC=1NC(C2=CC=CC(=C2C1)C)=O ((R)-3-[2-(2-hydroxymethylpyrrolidin-1-yl)ethyl]-5-methyl-2H-isoquinolin-1-one), C(C)O.CS(=O)(=O)O (methanesulfonic acid ethanol). Solvent: C(C)O (ethanol). Run at temperature 50 celsius. The product is S(C)(=O)(=O)O.OC[C@@H]1N(CCC1)CCC=1NC(C2=CC=CC(=C2C1)C)=O ((R)-3-[2-(2-hydroxymethylpyrrolidin-1-yl)ethyl]-5-methyl-2H-isoquinolin-1-one monomesylate). As a reaction SMILES: [OH:1][CH2:2][C@H:3]1[CH2:7][CH2:6][CH2:5][N:4]1[CH2:8][CH2:9][C:10]1[NH:11][C:12](=[O:21])[C:13]2[C:18]([CH:19]=1)=[C:17]([CH3:20])[CH:16]=[CH:15][CH:14]=2.C(O)C.[CH3:25][S:26]([OH:29])(=[O:28])=[O:27]>C(O)C>[S:26]([OH:29])(=[O:28])(=[O:27])[CH3:25].[OH:1][CH2:2][C@H:3]1[CH2:7][CH2:6][CH2:5][N:4]1[CH2:8][CH2:9][C:10]1[NH:11][C:12](=[O:21])[C:13]2[C:18]([CH:19]=1)=[C:17]([CH3:20])[CH:16]=[CH:15][CH:14]=2 |f:1.2,4.5|. Reported procedure: To a solution (4 mL) of a free form (500 mg) of (R)-3-[2-(2-hydroxymethylpyrrolidin-1-yl)ethyl]-5-methyl-2H-isoquinolin-1-one in ethanol was added dropwise 2M methanesulfonic acid ethanol solution (1 mL) with stirring on an oil bath at 50° C. The bath was removed, ethyl acetate (8 mL) and seed crystals were added and the mixture was stirred to allow precipitation of crystals. After stirring under ice-cooling, the crystals were collected through filtration, washed with ethyl acetate/ethanol (2:1)... Starting materials: C=C1C(O[Si](C)(C)C(C)(C)C)CC(OC2CCCCO2)CC1O[Si](C)(C)C(C)(C)C, O=C([O-])[O-], CO, [K+], [K+], Cc1ccc(S(=O)(=O)[O-])cc1, c1cc[nH+]cc1. Yields the product C=C1C(O[Si](C)(C)C(C)(C)C)CC(O)CC1O[Si](C)(C)C(C)(C)C. RXN SMILES: [C:1]([CH3:2])([CH3:3])([CH3:4])[Si:5]([O:6][CH:7]1[CH2:8][CH:9]([O:22][CH:23]2[CH2:24][CH2:25][CH2:26][CH2:27][O:28]2)[CH2:10][CH:11]([O:14][Si:15]([CH3:16])([CH3:17])[C:18]([CH3:19])([CH3:20])[CH3:21])[C:12]1=[CH2:13])([CH3:29])[CH3:30].[C:48](=[O:49])([O-:50])[O-:51].[CH3:54][OH:55].[K+:52].[K+:53].[c:31]1([CH3:32])[cH:33][cH:34][c:35]([S:36]([O-:37])(=[O:38])=[O:39])[cH:40][cH:41]1.[nH+:42]1[cH:43][cH:44][cH:45][cH:46][cH:47]1>>[C:1]([CH3:2])([CH3:3])([CH3:4])[Si:5]([O:6][CH:7]1[CH2:8][CH:9]([OH:22])[CH2:10][CH:11]([O:14][Si:15]([CH3:16])([CH3:17])[C:18]([CH3:19])([CH3:20])[CH3:21])[C:12]1=[CH2:13])([CH3:29])[CH3:30].